This data is from the Open Reaction Database (ORD), a public repository of structured organic reaction records. The task is: describe an organic reaction: reactants, conditions, products, and yield The reactants are N#Cc1ccccc1, N#Cc1ccccc1, CCOC(=O)C#CC1CC1, Cl[Pd]Cl, COCOc1ccc(I)cc1, [K+], [K+], O=C([O-])[O-], CN(C)C=O, OB(O)c1ccccc1. Yields the product CCOC(=O)C(=C(c1ccc(OCOC)cc1)C1CC1)c1ccccc1. As a reaction SMILES: [C:45]([c:46]1[cH:47][cH:48][cH:49][cH:50][cH:51]1)#[N:52].[C:53]([c:54]1[cH:55][cH:56][cH:57][cH:58][cH:59]1)#[N:60].[CH:1]1([C:4]#[C:5][C:6](=[O:7])[O:8][CH2:9][CH3:10])[CH2:2][CH2:3]1.[Cl:42][Pd:43][Cl:44].[I:11][c:12]1[cH:13][cH:14][c:15]([O:18][CH2:19][O:20][CH3:21])[cH:16][cH:17]1.[K+:31].[K+:32].[O-:33][C:34]([O-:35])=[O:36].[O:37]=[CH:38][N:39]([CH3:40])[CH3:41].[OH:22][B:23]([OH:24])[c:25]1[cH:26][cH:27][cH:28][cH:29][cH:30]1>>[CH:1]1([C:4](=[C:5]([C:6](=[O:7])[O:8][CH2:9][CH3:10])[c:25]2[cH:26][cH:27][cH:28][cH:29][cH:30]2)[c:12]2[cH:13][cH:14][c:15]([O:18][CH2:19][O:20][CH3:21])[cH:16][cH:17]2)[CH2:2][CH2:3]1. Starting materials: CC(=O)O (HOAc), C(=O)([O-])[O-].[Na+].[Na+] (Na2CO3), N1CCOCC1 (morpholine), ClC=1C=CC(=C(C=O)C1)[N+](=O)[O-] (5-chloro-2-nitrobenzaldehyde), C(C)(=O)O[BH-](OC(C)=O)OC(C)=O.[Na+] (sodium triacetoxyborohydride). Solvent: Cl (HCl), O1CCCC1 (tetrahydrofuran). Run at time 8 hour. The product is ClC=1C=CC(=C(CN2CCOCC2)C1)[N+](=O)[O-] (4-(5-Chloro-2-nitrobenzyl)morpholine). The yield is 73.9%. As a reaction SMILES: [NH:1]1[CH2:6][CH2:5][O:4][CH2:3][CH2:2]1.[Cl:7][C:8]1[CH:9]=[CH:10][C:11]([N+:16]([O-:18])=[O:17])=[C:12]([CH:15]=1)[CH:13]=O.C(O[BH-](OC(=O)C)OC(=O)C)(=O)C.[Na+].CC(O)=O.C([O-])([O-])=O.[Na+].[Na+]>O1CCCC1.Cl>[Cl:7][C:8]1[CH:9]=[CH:10][C:11]([N+:16]([O-:18])=[O:17])=[C:12]([CH:15]=1)[CH2:13][N:1]1[CH2:6][CH2:5][O:4][CH2:3][CH2:2]1 |f:2.3,5.6.7|. Procedure: To a solution of morpholine (2.8 mL, 32.3 mmol) in tetrahydrofuran (100 mL) is added 5-chloro-2-nitrobenzaldehyde (5 g, 26.9 mmol) followed by sodium triacetoxyborohydride (11.4 g, 53.9 mmol) and HOAc (3.2 mL, 53.9 mmol) and the reaction is stirred overnight. The reaction is poured into a saturated aqueous Na2CO3 solution and extracted with ethyl acetate. The combined extracts are washed with H2O, brine, dried (Na2SO4) and concentrated to afford a clear oil. The residue is taken up in 1N aqueous... The reactants are FC1=C(C=C(C#N)C=C1)C (4-fluoro-3-methylbenzonitrile), BrN1C(CCC1=O)=O (N-bromosuccinimide), C(C1=CC=CC=C1)(=O)OOC(C1=CC=CC=C1)=O (benzoyl peroxide). Solvent: C(Cl)(Cl)(Cl)Cl (CCl4). Run at time 0.5 hour. Yields the product BrCC=1C=C(C#N)C=CC1F (3-(bromomethyl)-4-fluorobenzonitrile). Isolated yield 74.5%. As a reaction SMILES: [F:1][C:2]1[CH:9]=[CH:8][C:5]([C:6]#[N:7])=[CH:4][C:3]=1[CH3:10].[Br:11]N1C(=O)CCC1=O.C(OOC(=O)C1C=CC=CC=1)(=O)C1C=CC=CC=1>C(Cl)(Cl)(Cl)Cl>[Br:11][CH2:10][C:3]1[CH:4]=[C:5]([CH:8]=[CH:9][C:2]=1[F:1])[C:6]#[N:7]. Procedure details: To a solution of 4-fluoro-3-methylbenzonitrile (15.0 g, 111 mmol), in CCl4 (600 mL) was added N-bromosuccinimide (23.7 g, 133 mmol), and benzoyl peroxide (5.38 g, 22.2 mol). The mixture was irradiated with a sunlamp (250 W) to create a gentle reflux. After 0.5 hours of exposure the reaction was complete by TLC. The reaction mixture was cooled and filtered through celite. The filtrate was condensed in vacou to yield brown oil. The crude residue was purified via silica gel column chromatography (h... Reactants: Ti(iPrO)4, O=C1CCC2=CC(=CC=C12)OC1=NC=C(C(=O)N)C=C1 (6-(1-Oxo-indan-5-yloxy)-nicotinamide), O=C1CCC2=CC(=CC=C12)OC1=NC=C(C(=O)N)C=C1 (6-(1-Oxo-indan-5-yloxy)-nicotinamide), CC=1C=C(C=CC1)CCN (2-(3-methylphenyl)ethylamine), C1CCOC1 (THF), [BH3-]C#N.[Na+] (NaBH3CN). The reagents and catalysts are Cl[Ti](Cl)(Cl)Cl (TiCl4). Solvent: CO (MeOH). Conditions: time 6 hour. Product: C1(=CC(=CC=C1)CCNC1CCC2=CC(=CC=C12)OC1=NC=C(C(=O)N)C=C1)C (6-[1-(2-m-Tolyl-ethylamino)-indan-5-yloxy]-nicotinamide). Yield: 73.0%. RXN SMILES: O=[C:2]1[C:10]2[C:5](=[CH:6][C:7]([O:11][C:12]3[CH:20]=[CH:19][C:15]([C:16]([NH2:18])=[O:17])=[CH:14][N:13]=3)=[CH:8][CH:9]=2)[CH2:4][CH2:3]1.[CH3:21][C:22]1[CH:23]=[C:24]([CH2:28][CH2:29][NH2:30])[CH:25]=[CH:26][CH:27]=1.C1COCC1.[BH3-]C#N.[Na+]>CO.Cl[Ti](Cl)(Cl)Cl>[C:22]1([CH3:21])[CH:27]=[CH:26][CH:25]=[C:24]([CH2:28][CH2:29][NH:30][CH:2]2[C:10]3[C:5](=[CH:6][C:7]([O:11][C:12]4[CH:20]=[CH:19][C:15]([C:16]([NH2:18])=[O:17])=[CH:14][N:13]=4)=[CH:8][CH:9]=3)[CH2:4][CH2:3]2)[CH:23]=1 |f:3.4|. Procedure: Add Ti(iPrO)4 (1.70 g, 6.00 mmol) to a suspension of 6-(1-oxo-indan-5-yloxy)-nicotinamide (Intermediate 4, 805 mg, 3.00 mmol), 2-(3-methylphenyl)ethylamine (446 mg, 3.30 mmol) and THF (20 ml) and stir for six hours under a nitrogen atmosphere at ambient temperature. After cooling in an ice/water bath, treat the reaction mixture with a solution of TiCl4 (1.0M/DCM, 6.00 ml, 6.00 mmol) and stir at 0-5° C. for two hours before adding NaBH3CN (377 mg, 6.00 mmol) dissolved in MeOH (5 ml). Allow the re... Starting materials: NC=1N(N=C(C(N1)=O)C(C)NC(CC1CCCC1)=O)CC1=CC=CC=C1 (N-[1-(3-amino-2-benzyl-2,5-dihydro-5-oxo-as-triazin-6-yl)ethyl]-cyclopentylacetamide), C(C)O (ethanol). The solvent is CCOCC (ether). The product is NC=1N(N=C(C(N1)=O)C(C)NC(CCC(C)C)=O)CC1=CC=CC=C1 (N-[1-(3-Amino-2-benzyl-2,5-dihydro-5-oxo-as-triazin-6-yl)-ethyl]-4 methyl valeramide). As a reaction SMILES: [NH2:1][C:2]1[N:3]([CH2:20][C:21]2[CH:26]=[CH:25][CH:24]=[CH:23][CH:22]=2)[N:4]=[C:5]([CH:9]([NH:11][C:12](=[O:19])[CH2:13][CH:14]2[CH2:18][CH2:17]CC2)[CH3:10])[C:6](=[O:8])[N:7]=1.[CH2:27](O)C>CCOCC>[NH2:1][C:2]1[N:3]([CH2:20][C:21]2[CH:22]=[CH:23][CH:24]=[CH:25][CH:26]=2)[N:4]=[C:5]([CH:9]([NH:11][C:12](=[O:19])[CH2:13][CH2:14][CH:18]([CH3:17])[CH3:27])[CH3:10])[C:6](=[O:8])[N:7]=1. Procedure details: N-[1-(3-amino-2-benzyl-2,5-dihydro-5-oxo-as-triazin-6-yl)ethyl]-cyclopentylacetamide, m.p. 195°-196.5° (from a mixture of ethanol and ether). Yields the product CCCCOC(=O)NCC1CCN(c2c(NC(=O)c3ncsc3NC(=O)OC(C)(C)C)cnn2C)CC1. Reaction SMILES: [CH2:1]([CH2:2][CH2:3][CH3:4])[O:5][C:6](=[O:7])[NH:8][CH2:9][CH:10]1[CH2:11][CH2:12][N:13]([c:16]2[c:17]([NH:22][C:23](=[O:24])[c:25]3[n:26][c:27]([Br:38])[s:28][c:29]3[NH:30][C:31]([O:32][C:33]([CH3:34])([CH3:35])[CH3:36])=[O:37])[cH:18][n:19][n:20]2[CH3:21])[CH2:14][CH2:15]1.[CH3:39][OH:40].[CH3:41][C:42](=[O:43])[OH:44]>>[CH2:1]([CH2:2][CH2:3][CH3:4])[O:5][C:6](=[O:7])[NH:8][CH2:9][CH:10]1[CH2:11][CH2:12][N:13]([c:16]2[c:17]([NH:22][C:23](=[O:24])[c:25]3[n:26][cH:27][s:28][c:29]3[NH:30][C:31]([O:32][C:33]([CH3:34])([CH3:35])[CH3:36])=[O:37])[cH:18][n:19][n:20]2[CH3:21])[CH2:14][CH2:15]1. Starting materials: CCCCOC(=O)NCC1CCN(c2c(NC(=O)c3nc(Br)sc3NC(=O)OC(C)(C)C)cnn2C)CC1, CO, CC(=O)O. Starting materials: CCOC(=O)C(C)(C)Oc1ccc(OCCC2CN(Cc3ccc(OC)cc3)C(=O)N2C)cc1, CC[SiH](CC)CC, O, O=C(O)C(F)(F)F. Product: CCOC(=O)C(C)(C)Oc1ccc(OCCC2CNC(=O)N2C)cc1. As a reaction SMILES: [CH2:1]([CH3:2])[O:3][C:4]([C:5]([CH3:6])([CH3:7])[O:8][c:9]1[cH:10][cH:11][c:12]([O:15][CH2:16][CH2:17][CH:18]2[N:19]([CH3:33])[C:20](=[O:32])[N:21]([CH2:23][c:24]3[cH:25][cH:26][c:27]([O:28][CH3:29])[cH:30][cH:31]3)[CH2:22]2)[cH:13][cH:14]1)=[O:34].[CH2:35]([SiH:36]([CH2:37][CH3:38])[CH2:39][CH3:40])[CH3:41].[OH2:49].[OH:42][C:43]([C:44]([F:45])([F:46])[F:47])=[O:48]>>[CH2:1]([CH3:2])[O:3][C:4]([C:5]([CH3:6])([CH3:7])[O:8][c:9]1[cH:10][cH:11][c:12]([O:15][CH2:16][CH2:17][CH:18]2[N:19]([CH3:33])[C:20](=[O:32])[NH:21][CH2:22]2)[cH:13][cH:14]1)=[O:34].